From a dataset of the Open Reaction Database (ORD), a public repository of structured organic reaction records. describe an organic reaction: reactants, conditions, products, and yield Reactants: CCOC(C)=O, CCOCC, C[Si](C)(C)[O-], COC(=O)c1cc2ncoc2c(F)c1Nc1ccc(I)cc1C, [K+], C1CCOC1. Yields the product Cc1cc(I)ccc1Nc1c(C(=O)O)cc2ncoc2c1F. Reaction SMILES: [C:35]([O:36][CH2:37][CH3:38])(=[O:39])[CH3:40].[CH2:30]([O:31][CH2:32][CH3:33])[CH3:34].[CH3:24][Si:25]([CH3:26])([CH3:27])[O-:28].[F:1][c:2]1[c:3]([NH:15][c:16]2[c:17]([CH3:23])[cH:18][c:19]([I:22])[cH:20][cH:21]2)[c:4]([C:11](=[O:12])[O:13][CH3:14])[cH:5][c:6]2[n:7][cH:8][o:9][c:10]12.[K+:29].[O:41]1[CH2:42][CH2:43][CH2:44][CH2:45]1>>[F:1][c:2]1[c:3]([NH:15][c:16]2[c:17]([CH3:23])[cH:18][c:19]([I:22])[cH:20][cH:21]2)[c:4]([C:11](=[O:12])[OH:13])[cH:5][c:6]2[n:7][cH:8][o:9][c:10]12. The reactants are ClC1=C(C=CC=C1C=1N=C(SC1C1=NC(=NC=C1)Cl)C1CCC1)NS(=O)(=O)C1=C(C=CC=C1F)F (N-{2-chloro-3-[5-(2-chloro-4-pyrimidinyl)-2-cyclobutyl-1,3-thiazol-4-yl]phenyl}-2,6-difluorobenzenesulfonamide), N (ammonia), CO (MeOH). Product: NC1=NC=CC(=N1)C1=C(N=C(S1)C1CCC1)C=1C(=C(C=CC1)NS(=O)(=O)C1=C(C=CC=C1F)F)Cl (N-{3-[5-(2-Amino-4-pyrimidinyl)-2-cyclobutyl-1,3-thiazol-4-yl]-2-chlorophenyl}-2,6-difluorobenzenesulfonamide). RXN SMILES: [Cl:1][C:2]1[C:7]([C:8]2[N:9]=[C:10]([CH:20]3[CH2:23][CH2:22][CH2:21]3)[S:11][C:12]=2[C:13]2[CH:18]=[CH:17][N:16]=[C:15](Cl)[N:14]=2)=[CH:6][CH:5]=[CH:4][C:3]=1[NH:24][S:25]([C:28]1[C:33]([F:34])=[CH:32][CH:31]=[CH:30][C:29]=1[F:35])(=[O:27])=[O:26].[NH3:36].CO>>[NH2:36][C:15]1[N:14]=[C:13]([C:12]2[S:11][C:10]([CH:20]3[CH2:21][CH2:22][CH2:23]3)=[N:9][C:8]=2[C:7]2[C:2]([Cl:1])=[C:3]([NH:24][S:25]([C:28]3[C:33]([F:34])=[CH:32][CH:31]=[CH:30][C:29]=3[F:35])(=[O:27])=[O:26])[CH:4]=[CH:5][CH:6]=2)[CH:18]=[CH:17][N:16]=1. Procedure details: Following a procedure analogous to the procedure described in Example 51, Step B using N-{2-chloro-3-[5-(2-chloro-4-pyrimidinyl)-2-cyclobutyl-1,3-thiazol-4-yl]phenyl}-2,6-difluorobenzenesulfonamide (0.20 g, 0.36 mmol) and 7N ammonia in MeOH (10 ml, 70 mmol) the title compound was obtained (0.030 g, 0.056 mmol, 15%). 1H NMR (400 MHz, DMSO-d6) δ ppm 10.80 (s, 1H), 7.95 (d, J=5.1 Hz, 1H), 7.64 (dd, J=14.3, 2.0 Hz, 1H), 7.55-7.38 (m, 2H), 7.34 (d, J=7.0 Hz, 1H), 7.18 (t, J=9.1 Hz, 2H), 6.72 (br, 2H)... Reactants: C(C)(=O)NC[C@H]1CN(C(O1)=O)C1=CC(=C(C(=C1)F)N1CCC(CC1)(COC)OP(O)(O)=O)F (phosphoric acid mono-(1-{4-[(S)-5-(acetylamino-methyl)-2-oxo-oxazolidin-3-yl]-2,6-difluorophenyl}-4-methoxymethyl-piperidin-4-yl)ester), C([O-])([O-])=O.C(C)(=O)O.[Ca+2] (calcium acetate carbonate). Reaction conditions: temperature 7.5 celsius, time 2 hour. The product is [Ca+2].C(C)(=O)NC[C@H]1CN(C(O1)=O)C1=CC(=C(C(=C1)F)N1CCC(CC1)(COC)OP([O-])([O-])=O)F (Phosphoric acid mono-(1-{4-[(S)-5-(acetylamino-methyl)-2-oxo-oxazolidin-3-yl]-2,6-difluoro-phenyl}-4-methoxymethyl-piperidin-4-yl)ester calcium salt). The yield is 91.0%. As a reaction SMILES: [C:1]([NH:4][CH2:5][C@@H:6]1[O:10][C:9](=[O:11])[N:8]([C:12]2[CH:17]=[C:16]([F:18])[C:15]([N:19]3[CH2:24][CH2:23][C:22]([O:28][P:29](=[O:32])([OH:31])[OH:30])([CH2:25][O:26][CH3:27])[CH2:21][CH2:20]3)=[C:14]([F:33])[CH:13]=2)[CH2:7]1)(=[O:3])[CH3:2].C(=O)([O-])[O-].C(O)(=O)C.[Ca+2:42]>>[Ca+2:42].[C:1]([NH:4][CH2:5][C@@H:6]1[O:10][C:9](=[O:11])[N:8]([C:12]2[CH:17]=[C:16]([F:18])[C:15]([N:19]3[CH2:24][CH2:23][C:22]([O:28][P:29](=[O:30])([O-:31])[O-:32])([CH2:25][O:26][CH3:27])[CH2:21][CH2:20]3)=[C:14]([F:33])[CH:13]=2)[CH2:7]1)(=[O:3])[CH3:2] |f:1.2.3,4.5|. Reported procedure: To a solution of phosphoric acid mono-(1-{4-[(S)-5-(acetylamino-methyl)-2-oxo-oxazolidin-3-yl]-2,6-difluorophenyl}-4-methoxymethyl-piperidin-4-yl)ester (5.0 g, 0.010 mol) anhydrous methanol (50 ml) at 0-5° C., under argon, was added powdered anhydrous calcium acetate carbonate (1.58 g, 0.010 mol). The reaction mixture was stirred at 5-10° C. for 2 hours. The ice-bath was removed and the stirring continued further at 30-35° C. for 1 hour. The reaction mixture was filtered and the filtrate evapora... Reactants: Brc1ccccc1OCc1ccccc1, C1CCOC1, [Li]CCCC, CCCCCC, O=Cc1cccc(F)c1, O. Yields the product OC(c1cccc(F)c1)c1ccccc1OCc1ccccc1. RXN SMILES: [CH2:12]([c:13]1[cH:14][cH:15][cH:16][cH:17][cH:18]1)[O:19][c:20]1[c:21]([Br:26])[cH:22][cH:23][cH:24][cH:25]1.[CH2:37]1[O:38][CH2:39][CH2:40][CH2:41]1.[CH2:7]([Li:8])[CH2:9][CH2:10][CH3:11].[CH3:1][CH2:2][CH2:3][CH2:4][CH2:5][CH3:6].[F:27][c:28]1[cH:29][c:30]([CH:31]=[O:32])[cH:33][cH:34][cH:35]1.[OH2:36]>>[CH2:12]([c:13]1[cH:14][cH:15][cH:16][cH:17][cH:18]1)[O:19][c:20]1[c:21]([CH:31]([c:30]2[cH:29][c:28]([F:27])[cH:35][cH:34][cH:33]2)[OH:32])[cH:22][cH:23][cH:24][cH:25]1.